This data is from the Open Reaction Database (ORD), a public repository of structured organic reaction records. The task is: describe an organic reaction: reactants, conditions, products, and yield Reactants: COC([C@@H](CC1=CC=CC=C1)NC(=O)OCC1=CC=C(C=C1)COC1=CC=CC=C1)=O ((R)-2-(4-Phenoxymethyl-benzyloxycarbonylamino)-3-phenyl-propionic acid methyl ester), [Li+].[OH-] (LiOH). Run in CO (methanol), O (H2O), O (H2O). Reaction conditions: time 8 hour. The product is O(C1=CC=CC=C1)CC1=CC=C(COC(=O)N[C@@H](C(=O)O)CC2=CC=CC=C2)C=C1 ((R)-2-(4-Phenoxymethyl-benzyloxycarbonylamino)-3-phenyl-propionic acid). Isolated yield 77.3%. RXN SMILES: C[O:2][C:3](=[O:31])[C@H:4]([NH:12][C:13]([O:15][CH2:16][C:17]1[CH:22]=[CH:21][C:20]([CH2:23][O:24][C:25]2[CH:30]=[CH:29][CH:28]=[CH:27][CH:26]=2)=[CH:19][CH:18]=1)=[O:14])[CH2:5][C:6]1[CH:11]=[CH:10][CH:9]=[CH:8][CH:7]=1.[Li+].[OH-]>CO.O>[O:24]([CH2:23][C:20]1[CH:21]=[CH:22][C:17]([CH2:16][O:15][C:13]([NH:12][C@H:4]([CH2:5][C:6]2[CH:11]=[CH:10][CH:9]=[CH:8][CH:7]=2)[C:3]([OH:31])=[O:2])=[O:14])=[CH:18][CH:19]=1)[C:25]1[CH:26]=[CH:27][CH:28]=[CH:29][CH:30]=1 |f:1.2|. Reported procedure: (R)-2-(4-Phenoxymethyl-benzyloxycarbonylamino)-3-phenyl-propionic acid methyl ester 6 (1.605 g, 3.83 mmol) was dissolved in methanol (40 ml) at room temperature. A solution of LiOH (177 mgs, 4.21 mmol) in 15 ml of H2O was then added and the mixture was stirred overnight. The mixture was diluted with H2O (50 ml). The methanol was then removed in vacuo. The aqueous residue was acidified with 4.5N HCl forming a precipitate that was filtered and dried. Recrystallization gave about 1.2 g of (R)-2-(4-... The reactants are C([O-])([O-])=O.[K+].[K+] (potassium carbonate), CI (methyl iodide), CN(C=O)C (dimethylformamide), FC1=CC=C(OC2=CC(=CC=3NC(=NC32)S)OC=3C=NC=CC3)C=C1 (4-(4-fluoro-phenoxy)-6-(pyridin-3-yloxy)-1H-benzimidazole-2-thiol). Solvent: C(C)(=O)OCC (ethyl acetate). Conditions: temperature 0 celsius, time 30 minute. Product: FC1=CC=C(OC2=CC(=CC=3NC(=NC32)SC)OC=3C=NC=CC3)C=C1 (4-(4-fluoro-phenoxy)-2-methylsulfanyl-6-(pyridin-3-yloxy)-1H-benzimidazole). RXN SMILES: [C:1](=O)([O-])[O-].[K+].[K+].CI.CN(C)C=O.[F:14][C:15]1[CH:38]=[CH:37][C:18]([O:19][C:20]2[C:28]3[N:27]=[C:26]([SH:29])[NH:25][C:24]=3[CH:23]=[C:22]([O:30][C:31]3[CH:32]=[N:33][CH:34]=[CH:35][CH:36]=3)[CH:21]=2)=[CH:17][CH:16]=1>C(OCC)(=O)C>[F:14][C:15]1[CH:38]=[CH:37][C:18]([O:19][C:20]2[C:28]3[N:27]=[C:26]([S:29][CH3:1])[NH:25][C:24]=3[CH:23]=[C:22]([O:30][C:31]3[CH:32]=[N:33][CH:34]=[CH:35][CH:36]=3)[CH:21]=2)=[CH:17][CH:16]=1 |f:0.1.2|. Reported procedure: 30 mg of potassium carbonate and 0.014 ml of methyl iodide were added to a dimethylformamide (1.0 ml) solution of 78 mg of 4-(4-fluoro-phenoxy)-6-(pyridin-3-yloxy)-1H-benzimidazole-2-thiol produced in Example 115, and the reaction liquid was stirred at 0° C. for 30 minutes. The reaction liquid was diluted with ethyl acetate, washed with water and saturated saline in order, and dried with anhydrous magnesium sulfate. The solvent was evaporated away under reduced pressure to obtain the entitled co... The reactants are COCCOc1ccc(Cl)c(CBr)c1, C[N+]1([O-])CCOCC1, C1COCCO1. The product is COCCOc1ccc(Cl)c(C=O)c1. RXN SMILES: [Br:1][CH2:2][c:3]1[c:4]([Cl:14])[cH:5][cH:6][c:7]([O:9][CH2:10][CH2:11][O:12][CH3:13])[cH:8]1.[CH3:15][N+:16]1([O-:17])[CH2:18][CH2:20][O:19][CH2:21][CH2:22]1.[O:23]1[CH2:24][CH2:25][O:26][CH2:27][CH2:28]1>>[CH:2]([c:3]1[c:4]([Cl:14])[cH:5][cH:6][c:7]([O:9][CH2:10][CH2:11][O:12][CH3:13])[cH:8]1)=[O:19]. The reactants are C(C1=CC=CC=C1)N(C(CCl)=O)[C@@H]1C(CC[C@H]1O)(F)F (trans-N-benzyl-2-chloro-N-(2,2-difluoro-5-hydroxycyclopentyl)acetamide), solution, CC(C)(C)[O-].[K+] (KOtBu), C1CCOC1 (THF). Run in CC(C)(C)O (t-BuOH). Run at temperature 20 celsius, time 2 hour. Yields the product C(C1=CC=CC=C1)N1[C@H]2[C@H](OCC1=O)CCC2(F)F (trans-4-benzyl-5,5-difluorohexahydrocyclopenta[b][1,4]oxazin-3(2H)-one). As a reaction SMILES: [CH2:1]([N:8]([C@H:13]1[C@H:17]([OH:18])[CH2:16][CH2:15][C:14]1([F:20])[F:19])[C:9](=[O:12])[CH2:10]Cl)[C:2]1[CH:7]=[CH:6][CH:5]=[CH:4][CH:3]=1.CC([O-])(C)C.[K+].C1COCC1>CC(O)(C)C>[CH2:1]([N:8]1[C:9](=[O:12])[CH2:10][O:18][C@@H:17]2[CH2:16][CH2:15][C:14]([F:20])([F:19])[C@@H:13]12)[C:2]1[CH:7]=[CH:6][CH:5]=[CH:4][CH:3]=1 |f:1.2|. Procedure details: To a stirred solution of trans-N-benzyl-2-chloro-N-(2,2-difluoro-5-hydroxycyclopentyl)acetamide (750 mg, 2.46 mmol) in t-BuOH (20 mL) was added a 1M solution of KOtBu in THF (4.93 mL, 4.93 mmol) at 20° C. The reaction mixture was stirred at 20° C. for 2 hours and then the solvent was evaporated under reduced pressure. The residue was dissolved in EtOAc (20 mL), washed with brine (10 mL), dried over anhydrous Na2SO4, and concentrated under reduced pressure. Purification of the residue on a silica...